describe an organic reaction: reactants, conditions, products, and yield From a dataset of the Open Reaction Database (ORD), a public repository of structured organic reaction records. Starting materials: COC(=O)C1N(CC=2C=C3C(=CC2C1)OC[C@@H](O3)C3=CC=C(C=C3)O)[C@@H](CC)C3=CC=CC=C3 ((S)-3-(4-Hydroxy-phenyl)-7-((S)-1-phenyl-propyl)-2,3,6,7,8,9-hexahydro-[1,4]dioxino[2,3-g]isoquinoline-8-carboxylic acid methyl ester), C1(=CC=CC=C1)B(O)O (phenyl boronic acid), TEA. The reagents and catalysts are CC(=O)[O-].CC(=O)[O-].[Cu+2] (Cu(OAc)2). The solvent is C(Cl)Cl (DCM). Reaction conditions: time 20 hour. Yields the product COC(=O)[C@H]1N(CC=2C=C3C(=CC2C1)OC[C@@H](O3)C3=CC=C(C=C3)OC3=CC=CC=C3)[C@@H](CC)C3=CC=CC=C3 ((3S,8S)-3-(4-phenoxy-phenyl)-7-((S)-1-phenyl-propyl)-2,3,6,7,8,9-hexahydro-[1,4]dioxino[2,3-g]isoquinoline-8-carboxylic acid methyl ester). The yield is 62.9%. Reaction SMILES: [CH3:1][O:2][C:3]([CH:5]1[CH2:14][C:13]2[CH:12]=[C:11]3[O:15][CH2:16][C@H:17]([C:19]4[CH:24]=[CH:23][C:22]([OH:25])=[CH:21][CH:20]=4)[O:18][C:10]3=[CH:9][C:8]=2[CH2:7][N:6]1[C@H:26]([C:29]1[CH:34]=[CH:33][CH:32]=[CH:31][CH:30]=1)[CH2:27][CH3:28])=[O:4].[C:35]1(B(O)O)[CH:40]=[CH:39][CH:38]=[CH:37][CH:36]=1>C(Cl)Cl.CC([O-])=O.CC([O-])=O.[Cu+2]>[CH3:1][O:2][C:3]([C@@H:5]1[CH2:14][C:13]2[CH:12]=[C:11]3[O:15][CH2:16][C@H:17]([C:19]4[CH:24]=[CH:23][C:22]([O:25][C:35]5[CH:40]=[CH:39][CH:38]=[CH:37][CH:36]=5)=[CH:21][CH:20]=4)[O:18][C:10]3=[CH:9][C:8]=2[CH2:7][N:6]1[C@H:26]([C:29]1[CH:30]=[CH:31][CH:32]=[CH:33][CH:34]=1)[CH2:27][CH3:28])=[O:4] |f:3.4.5|. Reported procedure: (S)-3-(4-Hydroxy-phenyl)-7-((S)-1-phenyl-propyl)-2,3,6,7,8,9-hexahydro-[1,4]dioxino[2,3-g]isoquinoline-8-carboxylic acid methyl ester (30 mg), Cu(OAc)2, (25 mg), phenyl boronic acid (32 mg) and molecular sieves suspended in 5 mL DCM. TEA (0.064 mL) added, reaction flushed with oxygen and stirred at room temperature for 20 hours. The resulting mixture poured onto EtOAc and 10% sodium carbonate. Organic layer washed 3 times with 10% sodium carbonate, dried over sodium sulfate and concentrated. Res... Starting materials: CNCCNC (N,N′-dimethylethylenediamine), BrC1=CC(=C(C=C1)C(=O)N1CCN(CC1)C1=NC=C(C=C1C)C)F ((4-bromo-2-fluorophenyl)[4-(3,5-dimethylpyridin-2-yl)piperazin-1-yl]methanone), C(C1=CC=CC=C1)(=O)N1C(NCC1C)=O (1-benzoyl-5-methylimidazolidin-2-one), P(=O)([O-])([O-])[O-].[K+].[K+].[K+] (tripotassium phosphate). Reagents/catalysts: [Cu]I (copper(I) iodide). Run in O1CCOCC1 (1,4-dioxane), O (water). Yields the product C(C1=CC=CC=C1)(=O)N1C(N(CC1C)C1=CC(=C(C=C1)C(=O)N1CCN(CC1)C1=NC=C(C=C1C)C)F)=O (3-benzoyl-1-{4-[4-(3,5-dimethylpyridin-2-yl)piperazine-1-carbonyl]-3-fluorophenyl}-4-methylimidazolidin-2-one). Yield: 17.0%. Reaction SMILES: Br[C:2]1[CH:7]=[CH:6][C:5]([C:8]([N:10]2[CH2:15][CH2:14][N:13]([C:16]3[C:21]([CH3:22])=[CH:20][C:19]([CH3:23])=[CH:18][N:17]=3)[CH2:12][CH2:11]2)=[O:9])=[C:4]([F:24])[CH:3]=1.[C:25]([N:33]1[CH:37]([CH3:38])[CH2:36][NH:35][C:34]1=[O:39])(=[O:32])[C:26]1[CH:31]=[CH:30][CH:29]=[CH:28][CH:27]=1.P([O-])([O-])([O-])=O.[K+].[K+].[K+].CNCCNC>[Cu]I.O.O1CCOCC1>[C:25]([N:33]1[CH:37]([CH3:38])[CH2:36][N:35]([C:2]2[CH:7]=[CH:6][C:5]([C:8]([N:10]3[CH2:15][CH2:14][N:13]([C:16]4[C:21]([CH3:22])=[CH:20][C:19]([CH3:23])=[CH:18][N:17]=4)[CH2:12][CH2:11]3)=[O:9])=[C:4]([F:24])[CH:3]=2)[C:34]1=[O:39])(=[O:32])[C:26]1[CH:27]=[CH:28][CH:29]=[CH:30][CH:31]=1 |f:2.3.4.5|. Reported procedure: To a mixture of (4-bromo-2-fluorophenyl)[4-(3,5-dimethylpyridin-2-yl)piperazin-1-yl]methanone (157 mg) described in Preparation Example 114, 1-benzoyl-5-methylimidazolidin-2-one (105 mg) described in Preparation Example 56, tripotassium phosphate (170 mg) and copper(I) iodide (76 mg) were added 1,4-dioxane (8 mL) and N,N′-dimethylethylenediamine (86 μL), and the mixture was stirred with heating under reflux for 10 hr. The reaction mixture was cooled, water was added, and the mixture was extracte... The reactants are C1=C(C=CC2=CC=CC=C12)C(=O)Cl (2-naphthoyl chloride), C(C)(C)[N-]C(C)C.[Li+] (Lithium diisopropylamide), solution, C(C)(=O)OC(C)(CCCC(C=C)C)C (2,6-Dimethyl-7-octen-2-yl acetate). Run in C1CCOC1 (THF), C1CCOC1 (THF). Run at temperature -78 celsius, time 15 minute. Yields the product C1=C(C=CC2=CC=CC=C12)C(CC(=O)OC(C)(CCCC(C=C)C)C)=O (2,6-dimethyl-7-octen-2-yl 3-(β-naphthyl)-3-oxo-propionate). As a reaction SMILES: C([N-]C(C)C)(C)C.[Li+].[C:9]([O:12][C:13]([CH3:22])([CH2:15][CH2:16][CH2:17][CH:18]([CH3:21])[CH:19]=[CH2:20])[CH3:14])(=[O:11])[CH3:10].[CH:23]1[C:32]2[C:27](=[CH:28][CH:29]=[CH:30][CH:31]=2)[CH:26]=[CH:25][C:24]=1[C:33](Cl)=[O:34]>C1COCC1>[CH:23]1[C:32]2[C:27](=[CH:28][CH:29]=[CH:30][CH:31]=2)[CH:26]=[CH:25][C:24]=1[C:33](=[O:34])[CH2:10][C:9]([O:12][C:13]([CH3:22])([CH2:15][CH2:16][CH2:17][CH:18]([CH3:21])[CH:19]=[CH2:20])[CH3:14])=[O:11] |f:0.1|. Reported procedure: Lithium diisopropylamide in the amount of (100.0 mL of a 2.0 M solution, 0.201 mol) is placed into a 500 mL three-necked round-bottomed flask fitted with a magnetic stirrer, internal thermometer, argon inlet, and addition funnel. The flask is cooled to -78° C. 2,6-Dimethyl-7-octen-2-yl acetate in the amount of(18.75 g, 0.095 mol) is dissolved in THF (5 mL) and the resulting solution added to the flask over 45 min. Once addition is complete, the mixture is stirred for an additional 15 min before ... The reactants are c1ccc(COCC23COC(C(Sc4ccccc4)O2)C3OCc2ccccc2)cc1, CN([SiH](C)C)[Si](C)(C)C, ClCCl, [NH4+], [NH4+], O=S(=O)([O-])[O-], O=C1CCC(=O)N1Br, Cc1c[nH]c(=O)[nH]c1=O. Yields the product Cc1cn(C2OC3(COCc4ccccc4)COC2C3OCc2ccccc2)c(=O)[nH]c1=O. RXN SMILES: [CH2:17]([c:18]1[cH:19][cH:20][cH:21][cH:22][cH:23]1)[O:24][CH:25]1[C:26]2([CH2:39][O:40][CH2:41][c:42]3[cH:43][cH:44][cH:45][cH:46][cH:47]3)[O:27][CH:28]([S:32][c:33]3[cH:34][cH:35][cH:36][cH:37][cH:38]3)[CH:29]1[O:30][CH2:31]2.[CH3:56][SiH:57]([CH3:58])[N:59]([CH3:60])[Si:61]([CH3:62])([CH3:63])[CH3:64].[Cl:65][CH2:66][Cl:67].[NH4+:10].[NH4+:11].[O-:12][S:13](=[O:14])(=[O:15])[O-:16].[O:48]=[C:49]1[N:50]([Br:51])[C:52](=[O:53])[CH2:54][CH2:55]1.[nH:1]1[c:2](=[O:3])[nH:4][c:5](=[O:6])[c:7]([CH3:8])[cH:9]1>>[n:1]1([CH:28]2[O:27][C:26]3([CH2:39][O:40][CH2:41][c:42]4[cH:43][cH:44][cH:45][cH:46][cH:47]4)[CH:25]([O:24][CH2:17][c:18]4[cH:19][cH:20][cH:21][cH:22][cH:23]4)[CH:29]2[O:30][CH2:31]3)[c:2](=[O:3])[nH:4][c:5](=[O:6])[c:7]([CH3:8])[cH:9]1. The reagents and catalysts are [Cu]I (copper(I) iodide). As a reaction SMILES: [C:1]([O:5][C:6]([N:8]1[C:17]2[C:12](=[CH:13][C:14]([C:18]3[CH:23]=[CH:22][CH:21]=[CH:20][CH:19]=3)=[CH:15][CH:16]=2)[C:11]([CH2:24]Br)=[CH:10][C:9]1([CH3:27])[CH3:26])=[O:7])([CH3:4])([CH3:3])[CH3:2].[CH3:28][Mg+].[Br-]>CCOCC.[Cu]I>[C:1]([O:5][C:6]([N:8]1[C:17]2[C:12](=[CH:13][C:14]([C:18]3[CH:23]=[CH:22][CH:21]=[CH:20][CH:19]=3)=[CH:15][CH:16]=2)[C:11]([CH2:24][CH3:28])=[CH:10][C:9]1([CH3:27])[CH3:26])=[O:7])([CH3:4])([CH3:3])[CH3:2] |f:1.2|. Reported procedure: To a solution of N-tert-butyloxycarbonyl-4-bromomethyl-1,2-dihydro-2,2-dimethyl-6-phenylquinoline (structure 12, where R1=phenyl) (20 mg, 0.047 mmol) and copper(I) iodide (4 mg, 0.02 mmol) in 1 mL of anhydrous ether at 0° C. was added MeMgBr (0.060 mL, 3 M in ether). After 30 mil of stirring at 0° C., the reaction mixture was quenched with saturated NH4Cl and extracted with ethyl acetate. The organic layers were combined, dried (Na2SO4) and concentrated in vacuo to provide an oil which was purif... The yield is 91.0%. Reaction conditions: temperature 0 celsius. The product is C(C)(C)(C)OC(=O)N1C(C=C(C2=CC(=CC=C12)C1=CC=CC=C1)CC)(C)C (N-tert-butyloxycarbonyl-4-ethyl-1,2-dihydro-2,2-dimethyl-6-phenylquinoline). The solvent is CCOCC (ether). Reactants: C(C)(C)(C)OC(=O)N1C(C=C(C2=CC(=CC=C12)C1=CC=CC=C1)CBr)(C)C (N-tert-butyloxycarbonyl-4-bromomethyl-1,2-dihydro-2,2-dimethyl-6-phenylquinoline), C[Mg+].[Br-] (MeMgBr).